Dataset: the Open Reaction Database (ORD), a public repository of structured organic reaction records. Task: describe an organic reaction: reactants, conditions, products, and yield The reactants are O=C(O)C(=O)O, CN(C)CCCCl, CN(C)C=O, Clc1ccc2c(c1)C(c1ccccc1)=Nc1cccnc1N2, Cl, [H-], [H][H], [Na+], O, O, O. Yields the product O=C(O)C(=O)O, CN(C)CCCN1c2ccc(Cl)cc2C(c2ccccc2)=Nc2cccnc21. Reaction SMILES: [C:37]([C:38](=[O:39])[OH:40])(=[O:41])[OH:42].[CH3:28][N:29]([CH2:30][CH2:31][CH2:32][Cl:33])[CH3:34].[CH3:43][N:44]([CH3:45])[CH:46]=[O:47].[Cl:3][c:4]1[cH:5][cH:6][c:7]2[c:8]([cH:24]1)[C:9]([c:18]1[cH:19][cH:20][cH:21][cH:22][cH:23]1)=[N:10][c:11]1[c:12]([n:14][cH:15][cH:16][cH:17]1)[NH:13]2.[ClH:27].[H-:1].[H:25][H:26].[Na+:2].[OH2:35].[OH2:36].[OH2:48]>>[C:37]([C:38](=[O:39])[OH:40])(=[O:41])[OH:42].[Cl:3][c:4]1[cH:5][cH:6][c:7]2[c:8]([cH:24]1)[C:9]([c:18]1[cH:19][cH:20][cH:21][cH:22][cH:23]1)=[N:10][c:11]1[c:12]([n:14][cH:15][cH:16][cH:17]1)[N:13]2[CH2:32][CH2:31][CH2:30][N:29]([CH3:28])[CH3:34].